describe an organic reaction: reactants, conditions, products, and yield From a dataset of the Open Reaction Database (ORD), a public repository of structured organic reaction records. Yields the product CC(=O)Nc1cc(C(C)(C)C)[nH]n1. As a reaction SMILES: [CH3:11][C:12](=[O:13])[O:14][C:15](=[O:16])[CH3:17].[NH2:1][c:2]1[n:3][nH:4][c:5]([C:7]([CH3:8])([CH3:9])[CH3:10])[cH:6]1.[OH2:18].[cH:19]1[cH:20][cH:21][cH:22][cH:23][cH:24]1>>[NH:1]([c:2]1[n:3][nH:4][c:5]([C:7]([CH3:8])([CH3:9])[CH3:10])[cH:6]1)[C:12]([CH3:11])=[O:13]. Reactants: CC(=O)OC(C)=O, CC(C)(C)c1cc(N)n[nH]1, O, c1ccccc1.